From a dataset of the Open Reaction Database (ORD), a public repository of structured organic reaction records. describe an organic reaction: reactants, conditions, products, and yield The reactants are [BH4-], [Na+], C1CCOC1, O, COc1ccc(C=O)cc1OCc1nc(-c2ccco2)oc1C. Yields the product COc1ccc(CO)cc1OCc1nc(-c2ccco2)oc1C. Reaction SMILES: [BH4-:24].[Na+:25].[O:27]1[CH2:28][CH2:29][CH2:30][CH2:31]1.[OH2:26].[o:1]1[c:2](-[c:6]2[o:7][c:8]([CH3:23])[c:9]([CH2:11][O:12][c:13]3[cH:14][c:15]([CH:16]=[O:17])[cH:18][cH:19][c:20]3[O:21][CH3:22])[n:10]2)[cH:3][cH:4][cH:5]1>>[o:1]1[c:2](-[c:6]2[o:7][c:8]([CH3:23])[c:9]([CH2:11][O:12][c:13]3[cH:14][c:15]([CH2:16][OH:17])[cH:18][cH:19][c:20]3[O:21][CH3:22])[n:10]2)[cH:3][cH:4][cH:5]1. Reactants: C(C)(C)O[N+](=O)[O-] (isopropylnitrate), C(C)(=O)O (acetic acid), CC(C)([O-])C.[K+] (Potassium tert-butoxide), OC[C@@H](C)[C@H]1CC[C@H]2[C@@H]3CCC4=CC(CC[C@]4(C)[C@H]3CC[C@]12C)=O ((20S)-20-hydroxymethylpregn-4-en-3-one). Run in C(C)(C)(C)O (tert-butanol), ClCCl (dichloromethane). Reaction conditions: time 90 minute. Product: OC[C@@H](C)[C@H]1CC[C@H]2[C@@H]3CCC4=C(C(CC[C@]4(C)[C@H]3CC[C@]12C)=O)[N+](=O)[O-] ((20S)-20-hydroxymethyl-4-nitropregn-4-en-3-one). As a reaction SMILES: CC(C)([O-])C.[K+].[OH:7][CH2:8][C@H:9]([C@@H:11]1[C@:28]2([CH3:29])[C@H:14]([C@H:15]3[C@H:25]([CH2:26][CH2:27]2)[C@:23]2([CH3:24])[C:18](=[CH:19][C:20](=[O:30])[CH2:21][CH2:22]2)[CH2:17][CH2:16]3)[CH2:13][CH2:12]1)[CH3:10].C([O:34][N+:35]([O-])=[O:36])(C)C.C(O)(=O)C>C(O)(C)(C)C.ClCCl>[OH:7][CH2:8][C@H:9]([C@@H:11]1[C@:28]2([CH3:29])[C@H:14]([C@H:15]3[C@H:25]([CH2:26][CH2:27]2)[C@:23]2([CH3:24])[C:18](=[C:19]([N+:35]([O-:36])=[O:34])[C:20](=[O:30])[CH2:21][CH2:22]2)[CH2:17][CH2:16]3)[CH2:13][CH2:12]1)[CH3:10] |f:0.1|. Reported procedure: Potassium tert-butoxide (1.70 g, 15 mM), (20S)-20-hydroxymethylpregn-4-en-3-one (1.65 g, 5 mM) are mixed in tert-butanol and heated at reflux temperature, under argon atmosphere for 90 minutes. The combination is then cooled to room temperature and treated with one continuous portion of isopropylnitrate (0.51 mL, 5 mM). After 18 hours, the contents of the reaction vessel are acidified with 5 ml of acetic acid, and subsequently diluted with dichloromethane. The solids are then removed by filtrati... Reactants: C(#N)C=1C=CC(=C(C(=O)O)C1)F (5-cyano-2-fluorobenzoic acid), S(=O)(Cl)Cl (thionyl chloride). Product: FC1=C(C(=O)Cl)C=C(C=C1)C#N (2-fluoro-5-cyanobenzoyl chloride). As a reaction SMILES: [C:1]([C:3]1[CH:4]=[CH:5][C:6]([F:12])=[C:7]([CH:11]=1)[C:8](O)=[O:9])#[N:2].S(Cl)([Cl:15])=O>>[F:12][C:6]1[CH:5]=[CH:4][C:3]([C:1]#[N:2])=[CH:11][C:7]=1[C:8]([Cl:15])=[O:9]. Procedure: A solution of Example 59B (535 mg, 3.24 mmol) in thionyl chloride (3855 mg, 32.4 mmol) was heated at 90° C. for 2 hours. The solution was cooled, concentrated, diluted with toluene, and concentrated to afford 2-fluoro-5-cyanobenzoyl chloride which was used without purification. The title compound was prepared and isolated as described in Example 22B, substituting 2-fluoro-5-cyanobenzoyl chloride for 2-fluoro-5-(trifluoromethyl)benzoyl chloride, in 61% yield. 1H NMR (300 MHz, DMSO-d6) δ ppm 1.33 ...